This data is from the Open Reaction Database (ORD), a public repository of structured organic reaction records. The task is: describe an organic reaction: reactants, conditions, products, and yield Starting materials: C[O-].[Na+] (sodium methoxide), NC=1C(=CC(=C(C1)N1C=C(C(C2=CC(=C(C(=C12)C)F)F)=O)C(=O)O)F)F (1-(5-amino-2,4-difluorophenyl)-6,7-difluoro-8-methyl-4-oxo-1,4-dihydroquinoline-3-carboxylic acid). The reagents and catalysts are C(C)(=O)O (Acetic acid). Run in CO (Methanol). Run at temperature 40 celsius, time 2 day. The product is NC=1C(=CC(=C(C1)N1C=C(C(C2=CC(=C(C(=C12)C)OC)F)=O)C(=O)O)F)F (1-(5-Amino-2,4-difluorophenyl)-6-fluoro-7-methoxy-8-methyl-4-oxo-1,4-dihydroquinoline-3-carboxylic Acid). The yield is 80.2%. As a reaction SMILES: [CH3:1][O-:2].[Na+].[NH2:4][C:5]1[C:6]([F:29])=[CH:7][C:8]([F:28])=[C:9]([N:11]2[C:20]3[C:15](=[CH:16][C:17]([F:23])=[C:18](F)[C:19]=3[CH3:21])[C:14](=[O:24])[C:13]([C:25]([OH:27])=[O:26])=[CH:12]2)[CH:10]=1>C(O)(=O)C.CO>[NH2:4][C:5]1[C:6]([F:29])=[CH:7][C:8]([F:28])=[C:9]([N:11]2[C:20]3[C:15](=[CH:16][C:17]([F:23])=[C:18]([O:2][CH3:1])[C:19]=3[CH3:21])[C:14](=[O:24])[C:13]([C:25]([OH:27])=[O:26])=[CH:12]2)[CH:10]=1 |f:0.1|. Procedure: Methanol (500 mg) and sodium methoxide (28% methanol solution; 200 mg) were added to 1-(5-amino-2,4-difluorophenyl)-6,7-difluoro-8-methyl-4-oxo-1,4-dihydroquinoline-3-carboxylic acid (350 mg), and the mixture was heated and stirred at 40° C. for 2 days. Acetic acid (2 drops) was added to the reaction mixture to collect solids by filtration. The solids were washed with ethanol and dried to obtain the title compound (290 mg) as a pale yellow powder. Starting materials: NCc1ccc(Cl)cc1Cl, O=C(Cl)c1cc(-c2ccncc2)nnc1Cl. Yields the product O=C(NCc1ccc(Cl)cc1Cl)c1cc(-c2ccncc2)nnc1Cl. As a reaction SMILES: [Cl:17][c:18]1[c:19]([CH2:20][NH2:21])[cH:22][cH:23][c:24]([Cl:26])[cH:25]1.[Cl:1][c:2]1[n:3][n:4][c:5](-[c:11]2[cH:12][cH:13][n:14][cH:15][cH:16]2)[cH:6][c:7]1[C:8](=[O:9])[Cl:10]>>[Cl:1][c:2]1[n:3][n:4][c:5](-[c:11]2[cH:12][cH:13][n:14][cH:15][cH:16]2)[cH:6][c:7]1[C:8](=[O:9])[NH:21][CH2:20][c:19]1[c:18]([Cl:17])[cH:25][c:24]([Cl:26])[cH:23][cH:22]1.